Dataset: the Open Reaction Database (ORD), a public repository of structured organic reaction records. Task: describe an organic reaction: reactants, conditions, products, and yield Reactants: Br.C(C)(=O)NCCN=CNCNC1=CC=C(C(=O)O)C=C1 (4-[(2-acetylaminoethyl)iminomethylaminomethylamino]benzoic acid.hydrobromide), Cl.C(N)(=N)C=1C=C2C=CC(=C(C2=CC1)CC(N)=O)O (6-amidino-1-carbamoylmethyl-2-naphthol.hydrochloride), C1CCC(CC1)N=C=NC2CCCCC2 (DCC). The reagents and catalysts are CN(C)C=1C=CN=CC1 (DMAP). Run in N1=CC=CC=C1 (pyridine). Run at time 2 hour. Product: Cl.Cl.C(C)(=O)NCCN=CNCNC1=CC=C(C(=O)OC2=C(C3=CC=C(C=C3C=C2)C(N)=N)CC(N)=O)C=C1 (6-amidino-1-carbamoylmethyl-2-naphthyl 4-[(2-acetylaminoethyl)iminomethylaminomethylamino]benzoate.dihydrochloride). RXN SMILES: Br.[C:2]([NH:5][CH2:6][CH2:7][N:8]=[CH:9][NH:10][CH2:11][NH:12][C:13]1[CH:21]=[CH:20][C:16]([C:17]([OH:19])=[O:18])=[CH:15][CH:14]=1)(=[O:4])[CH3:3].[ClH:22].[C:23]([C:26]1[CH:27]=[C:28]2[C:33](=[CH:34][CH:35]=1)[C:32]([CH2:36][C:37](=[O:39])[NH2:38])=[C:31](O)[CH:30]=[CH:29]2)(=[NH:25])[NH2:24].C1CCC(N=C=NC2CCCCC2)CC1>CN(C1C=CN=CC=1)C.N1C=CC=CC=1>[ClH:22].[ClH:22].[C:2]([NH:5][CH2:6][CH2:7][N:8]=[CH:9][NH:10][CH2:11][NH:12][C:13]1[CH:14]=[CH:15][C:16]([C:17]([O:19][C:31]2[CH:30]=[CH:29][C:28]3[C:33](=[CH:34][CH:35]=[C:26]([C:23](=[NH:24])[NH2:25])[CH:27]=3)[C:32]=2[CH2:36][C:37](=[O:39])[NH2:38])=[O:18])=[CH:20][CH:21]=1)(=[O:4])[CH3:3] |f:0.1,2.3,7.8.9|. Procedure: 20 Milliliters of 20% hydrous pyridine was added to 1.4 g of 4-[(2-acetylaminoethyl)iminomethylaminomethylamino]benzoic acid.hydrobromide, 1.0 g of 6-amidino-1-carbamoylmethyl-2-naphthol.hydrochloride, 884 mg of DCC and 43.6 mg of DMAP, followed by stirring for 2 hours under cooling with ice and 4 days at room temperature. The precipitate was filtered and the filtrate was added dropwise to 250 ml of a mixed liquid of ether and acetone (1:10) and this was stirred for 24 hours under cooling with i... Starting materials: C1N2C3C4N(C2=O)CN5C6C7N(C5=O)CN8C9C2N(C8=O)CN5C8C%10N(C5=O)CN5C%11C%12N(C5=O)CN5C%13C(N1C5=O)N1CN3C(=O)N4CN6C(=O)N7CN9C(=O)N2CN8C(=O)N%10CN%11C(=O)N%12CN%13C1=O (cucurbit[6]uril), C (methane), [Cl-].[Cs+] (CsCl). Conditions: temperature 80 celsius. The product is [Cl-].[Cs+] (CsCl), C1N2C3C4N(C2=O)CN5C6C7N(C5=O)CN8C9C2N(C8=O)CN5C8C%10N(C5=O)CN5C%11C(N1C5=O)N1CN3C(=O)N4CN6C(=O)N7CN9C(=O)N2CN8C(=O)N%10CN%11C1=O (cucurbit[5]uril). As a reaction SMILES: C.[Cl-:2].[Cs+:3].[CH2:4]1[N:43]2[C:44](=[O:45])[N:40]3[CH:41]4[N:73]5[C:74](=[O:75])[N:46]([CH2:47][N:48]6[C:49]([N:51]7[CH2:52][N:53]8[C:54]([N:56]9[CH2:57][N:58]%10[C:59]([N:61]%11[CH2:62][N:63]%12[C:64]([N:66]%13[CH2:67]N%14C(N(C5)C5N([CH2:39]3)C(=O)N(C5%14)C[N:29]3[C:30](=[O:31])[N:26]([CH:27]%12[CH:28]3%13)[CH2:25][N:22]3[C:23](=[O:24])[N:19]([CH:20]%10[CH:21]3%11)[CH2:18][N:15]3[C:16](=[O:17])[N:12]([CH:13]8[CH:14]39)[CH2:11][N:8]3[C:9](=[O:10])[N:5]1[CH:6]6[CH:7]37)=O)=[O:65])=[O:60])=[O:55])=[O:50])[CH:42]42>>[Cl-:2].[Cs+:3].[CH2:52]1[N:53]2[C:54](=[O:55])[N:56]3[CH:14]4[N:15]5[C:16](=[O:17])[N:12]([CH2:11][N:8]6[C:9]([N:5]7[CH2:4][N:43]8[C:44]([N:40]9[CH2:39][N:29]%10[C:30]([N:26]%11[CH2:25][N:22]%12[C:23]([N:19]([CH2:18]5)[CH:20]5[N:58]([CH2:57]3)[C:59](=[O:60])[N:61]([CH:21]5%12)[CH2:62][N:63]3[C:64](=[O:65])[N:66]([CH:28]%10[CH:27]3%11)[CH2:67][N:73]3[C:74](=[O:75])[N:46]([CH:42]8[CH:41]39)[CH2:47][N:48]3[C:49](=[O:50])[N:51]1[CH:7]6[CH:6]37)=[O:24])=[O:31])=[O:45])=[O:10])[CH:13]42 |f:1.2,4.5|. Procedure details: A two chamber process where in chamber 1 an aqueous solution of CsCl 0.2M (6 mL) and cucurbit[5]uril (500 mg) was prepared and natural gas passed through (20 mL/min) the solution for 1 to 5 minutes. The majority of methane in the natural gas was retained by the solution in chamber 1. In chamber 2 the exhaust of chamber 1 was passed through an aqueous solution of CsCl 0.2M (1.2 mL) and unsubstituted cucurbit[6]uril (100 mg). The solution of unsubstituted cucurbit[6]uril in chamber 2 was purged wi... Starting materials: C1=CC=CC=2SC3=CC=CC=C3NC12 (phenothiazine), IC1=CC=C(C=C1)C (p-iodotoluene), C([O-])([O-])=O.[K+].[K+] (potassium carbonate). Reagents/catalysts: S(=O)(=O)([O-])[O-].[Cu+2] (copper sulfate). Solvent: C(C)(C)C1=C(C=CC=C1)C(C)C (diisopropylbenzene). Conditions: time 1 day. Yields the product C1(=CC=C(C=C1)N1C2=CC=CC=C2SC=2C=CC=CC12)C (10-p-Tolylphenothiazine). Isolated yield 75.4%. Reaction SMILES: [CH:1]1[C:14]2[NH:13][C:12]3[C:7](=[CH:8][CH:9]=[CH:10][CH:11]=3)[S:6][C:5]=2[CH:4]=[CH:3][CH:2]=1.I[C:16]1[CH:21]=[CH:20][C:19]([CH3:22])=[CH:18][CH:17]=1.C(=O)([O-])[O-].[K+].[K+]>S([O-])([O-])(=O)=O.[Cu+2].C(C1C=CC=CC=1C(C)C)(C)C>[C:19]1([CH3:22])[CH:20]=[CH:21][C:16]([N:13]2[C:14]3[CH:1]=[CH:2][CH:3]=[CH:4][C:5]=3[S:6][C:7]3[C:12]2=[CH:11][CH:10]=[CH:9][CH:8]=3)=[CH:17][CH:18]=1 |f:2.3.4,5.6|. Reported procedure: A mixture of 25 g (0.126 mol) of phenothiazine, 33 g (0.151 mol) of p-iodotoluene, 4 g (0.025 mol) of copper sulfate, 23 g of potassium carbonate, and 200 ml of diisopropylbenzene was reacted at 180° C. for 3 hours and then at 200° C. for 1 day. The mixture was then cooled and filtered through a Celite. The filtrate was concentrated, and the residual crystals were recrystallized from an ethanol/ethyl acetate mixed solvent to obtain 27.5 g of 10-p-tolylphenothiazine (4b). Starting materials: S1C(SCCC1)=CC1C2(CN(CC1(CCC2)C)C)C (9-(1,3-dithian-2-ylidenemethyl)-1,3,5-trimethyl-3-azabicyclo[3.3.1]nonane), CO (methanol), O (water), mercuric chloride, C([O-])([O-])=O.[K+].[K+] (potassium carbonate). Run in C(C)(=O)OCC (ethyl acetate). Yields the product COC(CC1C2(CN(CC1(CCC2)C)C)C)=O (Methyl(1.3.5-trimethyl-3-azabicyclo[3.3.1]non-9-yl)acetate). RXN SMILES: S1CCCS[C:2]1=[CH:7][CH:8]1[C:13]2([CH3:17])[CH2:14][CH2:15][CH2:16][C:9]1([CH3:19])[CH2:10][N:11]([CH3:18])[CH2:12]2.C[OH:21].O.[C:23](=O)([O-])[O-:24].[K+].[K+]>C(OCC)(=O)C>[CH3:23][O:24][C:2](=[O:21])[CH2:7][CH:8]1[C:13]2([CH3:17])[CH2:14][CH2:15][CH2:16][C:9]1([CH3:19])[CH2:10][N:11]([CH3:18])[CH2:12]2 |f:3.4.5|. Procedure: To a solution of 1.78 g of 9-(1,3-dithian-2-ylidenemethyl)-1,3,5-trimethyl-3-azabicyclo[3.3.1]nonane in a solvent mixture of methanol (27 ml) with water (3 ml) was added 3.53 g of mercuric chloride under stirring and the resulting mixture was then refluxed for 20 hours. Next, the reaction mixture was poured into ethyl acetate/an aqueous solution of potassium carbonate and filtered through celite. After. distilling off the solvent under reduced pressure, the residue was purified by silica gel col... Yield: 69.9%. Reaction SMILES: [NH:1]1[CH2:6][CH2:5][NH:4][CH2:3][CH2:2]1.[F:7][C:8]1[CH:13]=[C:12]([F:14])[CH:11]=[CH:10][C:9]=1[NH:15][C:16]1[N:29]=[C:28](OS(C2C(C)=CC(C)=CC=2C)(=O)=O)[C:27]([F:43])=[CH:26][C:17]=1[C:18]([CH2:20][C:21]([O:23][CH2:24][CH3:25])=[O:22])=[O:19].C(OCC)(=O)C.O>C(Cl)Cl.CCCCCC>[F:7][C:8]1[CH:13]=[C:12]([F:14])[CH:11]=[CH:10][C:9]=1[NH:15][C:16]1[N:29]=[C:28]([N:1]2[CH2:6][CH2:5][NH:4][CH2:3][CH2:2]2)[C:27]([F:43])=[CH:26][C:17]=1[C:18]([CH2:20][C:21]([O:23][CH2:24][CH3:25])=[O:22])=[O:19]. Reactants: N1CCNCC1 (piperazine), FC1=C(C=CC(=C1)F)NC1=C(C(=O)CC(=O)OCC)C=C(C(=N1)OS(=O)(=O)C1=C(C=C(C=C1C)C)C)F (ethyl 2-[2-(2,4-difluorophenylamino)-5-fluoro-6-(2,4,6-trimethylbenzenesulfonyloxy)nicotinoyl]acetate), C(C)(=O)OCC (ethyl acetate), O (water). Yields the product FC1=C(C=CC(=C1)F)NC1=C(C(=O)CC(=O)OCC)C=C(C(=N1)N1CCNCC1)F (ethyl 2-[2-(2,4-difluorophenylamino)-5-fluoro-6-(1-piperazinyl)nicotinoyl]acetate). The solvent is C(Cl)Cl (methylene chloride), CCCCCC (n-hexane). Procedure details: In 2 ml of methylene chloride was dissolved 130 mg of anhydrous piperazine, and 200 mg of ethyl 2-[2-(2,4-difluorophenylamino)-5-fluoro-6-(2,4,6-trimethylbenzenesulfonyloxy)nicotinoyl]acetate was added thereto with ice-cooling, after which the resulting mixture was subjected to reaction at the same temperature for 40 minutes. Subsequently, the reaction mixture was added to a mixture of 10 ml of ethyl acetate and 10 ml of water, and the organic layer was separated, washed successively with 2 ml o... Starting materials: COC=1C=C(CN2C(C(CC2)(CCOS(=O)(=O)C)CC2=CC=CC=C2)=O)C=C(C1OC)OC (1-(3,4,5-trimethoxybenzyl)-3-(phenylmethyl)-3-(2-methanesulfonyloxyethyl)-2-oxopyrrolidine), C(C)OCCN1C(=NC2=C1C=CC=C2)N2CCNCCC2 (4-(1-(2-ethoxyethyl)-1H-benzimidazol-2-yl)[1,4]diazepane). Product: COC=1C=C(CN2C(C(CC2)(CC2=CC=CC=C2)CCN2CCN(CCC2)C2=NC3=C(N2CCOCC)C=CC=C3)=O)C=C(C1OC)OC (1-(3,4,5-Trimethoxybenzyl)-3-(2-(4-(1-(2-ethoxyethyl)-1H-benzimidazol-2-yl)[1,4]diazepan-1-yl)ethyl)-3-(phenylmethyl)-2-oxopyrrolidine). As a reaction SMILES: [CH3:1][O:2][C:3]1[CH:4]=[C:5]([CH:27]=[C:28]([O:32][CH3:33])[C:29]=1[O:30][CH3:31])[CH2:6][N:7]1[CH2:11][CH2:10][C:9]([CH2:19][C:20]2[CH:25]=[CH:24][CH:23]=[CH:22][CH:21]=2)([CH2:12][CH2:13]OS(C)(=O)=O)[C:8]1=[O:26].[CH2:34]([O:36][CH2:37][CH2:38][N:39]1[C:43]2[CH:44]=[CH:45][CH:46]=[CH:47][C:42]=2[N:41]=[C:40]1[N:48]1[CH2:54][CH2:53][CH2:52][NH:51][CH2:50][CH2:49]1)[CH3:35]>>[CH3:33][O:32][C:28]1[CH:27]=[C:5]([CH:4]=[C:3]([O:2][CH3:1])[C:29]=1[O:30][CH3:31])[CH2:6][N:7]1[CH2:11][CH2:10][C:9]([CH2:12][CH2:13][N:51]2[CH2:52][CH2:53][CH2:54][N:48]([C:40]3[N:39]([CH2:38][CH2:37][O:36][CH2:34][CH3:35])[C:43]4[CH:44]=[CH:45][CH:46]=[CH:47][C:42]=4[N:41]=3)[CH2:49][CH2:50]2)([CH2:19][C:20]2[CH:25]=[CH:24][CH:23]=[CH:22][CH:21]=2)[C:8]1=[O:26]. Reported procedure: Prepare by the method of Example 1.6 using 1-(3,4,5-trimethoxybenzyl)-3-(phenylmethyl)-3-(2-methanesulfonyloxyethyl)-2-oxopyrrolidine and 4-(1-(2-ethoxyethyl)-1H-benzimidazol-2-yl)[1,4]diazepane to give the title compound.